Dataset: the Open Reaction Database (ORD), a public repository of structured organic reaction records. Task: describe an organic reaction: reactants, conditions, products, and yield Starting materials: ClCC(CBr)OCc1ccccc1, CCOC(=O)CC(=O)OCC, [H-], [Na+], C1COCCO1. Yields the product CCOC(=O)C1(C(=O)OCC)CC(OCc2ccccc2)C1. As a reaction SMILES: [Br:14][CH2:15][CH:16]([CH2:17][Cl:18])[O:19][CH2:20][c:21]1[cH:22][cH:23][cH:24][cH:25][cH:26]1.[CH2:1]([CH3:2])[O:3][C:4]([CH2:5][C:6](=[O:7])[O:8][CH2:9][CH3:10])=[O:11].[H-:12].[Na+:13].[O:27]1[CH2:28][CH2:29][O:30][CH2:31][CH2:32]1>>[CH2:1]([CH3:2])[O:3][C:4]([C:5]1([C:6](=[O:7])[O:8][CH2:9][CH3:10])[CH2:15][CH:16]([O:19][CH2:20][c:21]2[cH:22][cH:23][cH:24][cH:25][cH:26]2)[CH2:17]1)=[O:11]. Starting materials: C1CCOC1, O=C(Cl)c1ccc(I)cc1, CC(N)(C#N)Cn1cc2ncc(Br)cc2n1. Product: CC(C#N)(Cn1cc2ncc(Br)cc2n1)NC(=O)c1ccc(I)cc1. RXN SMILES: [CH2:27]1[O:28][CH2:29][CH2:30][CH2:31]1.[I:1][c:2]1[cH:3][cH:4][c:5]([C:6](=[O:7])[Cl:8])[cH:9][cH:10]1.[NH2:11][C:12]([C:13]#[N:14])([CH2:15][n:16]1[n:17][c:18]2[c:19]([n:20][cH:21][c:22]([Br:24])[cH:23]2)[cH:25]1)[CH3:26]>>[I:1][c:2]1[cH:3][cH:4][c:5]([C:6](=[O:7])[NH:11][C:12]([C:13]#[N:14])([CH2:15][n:16]2[n:17][c:18]3[c:19]([n:20][cH:21][c:22]([Br:24])[cH:23]3)[cH:25]2)[CH3:26])[cH:9][cH:10]1.